Dataset: the Open Reaction Database (ORD), a public repository of structured organic reaction records. Task: describe an organic reaction: reactants, conditions, products, and yield RXN SMILES: [F:15][C:16]([O:17][c:18]1[cH:19][cH:20][c:21](-[n:24]2[n:25][cH:26][nH:27][c:28]2=[O:29])[cH:22][cH:23]1)([F:30])[F:31].[F:1][c:2]1[c:3]([C:9]2([CH:12]([CH3:13])[OH:14])[O:10][CH2:11]2)[cH:4][cH:5][c:6]([F:8])[cH:7]1.[F:32][c:33]1[cH:34][c:35]([F:36])[cH:37][cH:38][c:39]1[C:40]1([CH:43]([n:44]2[cH:45][n:46][n:47](-[c:48]3[cH:49][cH:50][c:51]([O:52][C:53]([F:54])([F:55])[F:56])[cH:57][cH:58]3)[c:59]2=[O:60])[CH3:61])[O:41][CH2:42]1>>[F:1][c:2]1[c:3]([C:9]2([CH:12]([CH3:13])[O:14][c:28]3[n:24](-[c:21]4[cH:20][cH:19][c:18]([O:17][C:16]([F:15])([F:30])[F:31])[cH:23][cH:22]4)[n:25][cH:26][n:27]3)[O:10][CH2:11]2)[cH:4][cH:5][c:6]([F:8])[cH:7]1. Product: CC(Oc1ncnn1-c1ccc(OC(F)(F)F)cc1)C1(c2ccc(F)cc2F)CO1. Reactants: O=c1[nH]cnn1-c1ccc(OC(F)(F)F)cc1, CC(O)C1(c2ccc(F)cc2F)CO1, CC(n1cnn(-c2ccc(OC(F)(F)F)cc2)c1=O)C1(c2ccc(F)cc2F)CO1. The reactants are [Br-].FC=1C=C(C[P+](C2=CC=CC=C2)(C2=CC=CC=C2)C2=CC=CC=C2)C=CC1 ((3-fluorobenzyl)triphenylphosphonium bromide), O (water), CC(C)([O-])C.[K+] (potassium t-butoxide), C1=C(C=CC2=CC=CC=C12)C=O (2-naphthoaldehyde). The solvent is C1CCOC1 (THF), C1CCOC1 (THF). Run at temperature -30 celsius. Product: FC=1C=C(C=CC1)C=CC1=CC2=CC=CC=C2C=C1 (2-[2-(3-fluorophenyl)vinyl]naphthalene). Yield: 83.9%. As a reaction SMILES: [Br-].[F:2][C:3]1[CH:4]=[C:5]([CH:26]=[CH:27][CH:28]=1)[CH2:6][P+](C1C=CC=CC=1)(C1C=CC=CC=1)C1C=CC=CC=1.CC(C)([O-])C.[K+].[CH:35]1[C:44]2[C:39](=[CH:40][CH:41]=[CH:42][CH:43]=2)[CH:38]=[CH:37][C:36]=1[CH:45]=O.O>C1COCC1>[F:2][C:3]1[CH:4]=[C:5]([CH:6]=[CH:45][C:36]2[CH:37]=[CH:38][C:39]3[C:44](=[CH:43][CH:42]=[CH:41][CH:40]=3)[CH:35]=2)[CH:26]=[CH:27][CH:28]=1 |f:0.1,2.3|. Procedure details: In the step, 35.00 g (77.55 mmol) of (3-fluorobenzyl)triphenylphosphonium bromide was suspended in 150 ml of THF, and the suspension was cooled to −30° C. and added with 10.25 g (=88.61 mmols) of potassium t-butoxide under stirring. After the addition was finished, the reaction solution was stirred at the same temperature for 1 hour, a 50 ml THF solution of 8.65 g (=55.38 mmol) of 2-naphthoaldehyde was dropped into the same, and then the mixture was slowly heated to room temperature. After being...